This data is from the Open Reaction Database (ORD), a public repository of structured organic reaction records. The task is: describe an organic reaction: reactants, conditions, products, and yield Starting materials: C[Si](CCOCN(C1=CC(=NC=2N1N=CC2)C=2CC1CCC(C2)N1C(=O)OC(C)(C)C)COCC[Si](C)(C)C)(C)C (tert-butyl 3-(7-(bis((2-(trimethylsilyl)ethoxy)methyl)amino)pyrazolo[1,5-a]pyrimidin-5-yl)-8-azabicyclo[3.2.1]oct-3-ene-8-carboxylate). The reagents and catalysts are [Pd] (Pd/C). The solvent is CCOC(=O)C (EtOAc), EtOAc Hexanes, EtOAc Hexanes. Run at temperature 45 celsius, time 16 hour. Product: C[Si](CCOCN(C1=CC(=NC=2N1N=CC2)C2CC1CCC(C2)N1C(=O)OC(C)(C)C)COCC[Si](C)(C)C)(C)C (tert-butyl 3-(7-(bis((2-(trimethylsilyl)ethoxy)methyl)amino)pyrazolo[1,5-a]pyrimidin-5-yl)-8-azabicyclo[3.2.1]octane-8-carboxylate). Reaction SMILES: [CH3:1][Si:2]([CH3:41])([CH3:40])[CH2:3][CH2:4][O:5][CH2:6][N:7]([CH2:32][O:33][CH2:34][CH2:35][Si:36]([CH3:39])([CH3:38])[CH3:37])[C:8]1[N:13]2[N:14]=[CH:15][CH:16]=[C:12]2[N:11]=[C:10]([C:17]2[CH2:18][CH:19]3[N:24]([C:25]([O:27][C:28]([CH3:31])([CH3:30])[CH3:29])=[O:26])[CH:22]([CH:23]=2)[CH2:21][CH2:20]3)[CH:9]=1>CCOC(C)=O.[Pd]>[CH3:39][Si:36]([CH3:37])([CH3:38])[CH2:35][CH2:34][O:33][CH2:32][N:7]([CH2:6][O:5][CH2:4][CH2:3][Si:2]([CH3:1])([CH3:41])[CH3:40])[C:8]1[N:13]2[N:14]=[CH:15][CH:16]=[C:12]2[N:11]=[C:10]([CH:17]2[CH2:18][CH:19]3[N:24]([C:25]([O:27][C:28]([CH3:31])([CH3:30])[CH3:29])=[O:26])[CH:22]([CH2:21][CH2:20]3)[CH2:23]2)[CH:9]=1. Procedure details: A mixture of tert-butyl 3-(7-(bis((2-(trimethylsilyl)ethoxy)methyl)amino)pyrazolo[1,5-a]pyrimidin-5-yl)-8-azabicyclo[3.2.1]oct-3-ene-8-carboxylate (12.2 g, 20.3 mmol) and 10% Pd/C (2.1 g) in EtOAc (175 ml) was stirred at 45° C. under hydrogen (balloon pressure) for 16 hours. After filtration and concentration, the crude mixture of two isomers was purified by gradient column chromatography on silica eluting with EtOAc/Hexanes (0-35%) to give the slightly impure “endo” product (6.24 g, Rf=0.6 in 2... Reactants: CN(C1=CC=CC=C1)C (dimethylaniline), cupric chloride dihydrate, O=O (oxygen). The solvent is CN(C=O)C (dimethylformamide). The product is CN(C=O)C1=CC=CC=C1 (N-methyl-N-phenylformamide). Isolated yield 15.4%. As a reaction SMILES: [CH3:1][N:2]([CH3:9])[C:3]1[CH:8]=[CH:7][CH:6]=[CH:5][CH:4]=1.[O:10]=O>CN(C)C=O>[CH3:1][N:2]([C:3]1[CH:8]=[CH:7][CH:6]=[CH:5][CH:4]=1)[CH:9]=[O:10]. Reported procedure: By essentially the procedure of Example 1, a tube was charged with 20 g of dimethylaniline, 20 g of dimethylformamide, and 1.0 g of cupric chloride dihydrate. The reaction was run at 114°-115° C. for one hour while oxygen was injected incrementally at 200-400 psi. The oxygen absorption was about 0.12 mole. Analysis of the reaction mixture by GC/MS showed a 94.5% conversion of dimethylaniline and a 15.4% yield of N-methyl-N-phenylformamide. Reactants: NC[C@@H]1[C@H]2C[C@H]2CN1C(=O)C=1N=C(SC1C=1C=C(C=CC1)C)C (((1S,2S,5R)-2-Aminomethyl-3-aza-bicyclo[3.1.0]hex-3-yl)-(2-methyl-5-m-tolyl-thiazol-4-yl)-methanone), FC(C=1N=C2SC=CN2C1C(=O)O)(F)F (6-Trifluoromethyl-imidazo[2,1-b]thiazole-5-carboxylic acid). Yields the product CC=1SC(=C(N1)C(=O)N1[C@@H]([C@H]2C[C@H]2C1)CNC(=O)C1=C(N=C2SC=CN21)C(F)(F)F)C=2C=C(C=CC2)C (6-Trifluoromethyl-imidazo[2,1-b]thiazole-5-carboxylic Acid[(1S,2S,5R)-3-(2-methyl-5-m-tolyl-thiazole-4-carbonyl)-3-aza-bicyclo[3.1.0]hex-2-ylmethyl]-amide). As a reaction SMILES: [NH2:1][CH2:2][C@H:3]1[N:8]([C:9]([C:11]2[N:12]=[C:13]([CH3:23])[S:14][C:15]=2[C:16]2[CH:17]=[C:18]([CH3:22])[CH:19]=[CH:20][CH:21]=2)=[O:10])[CH2:7][C@H:6]2[C@@H:4]1[CH2:5]2.[F:24][C:25]([F:38])([F:37])[C:26]1[N:27]=[C:28]2[N:32]([C:33]=1[C:34](O)=[O:35])[CH:31]=[CH:30][S:29]2>>[CH3:23][C:13]1[S:14][C:15]([C:16]2[CH:17]=[C:18]([CH3:22])[CH:19]=[CH:20][CH:21]=2)=[C:11]([C:9]([N:8]2[CH2:7][C@H:6]3[C@H:4]([CH2:5]3)[C@H:3]2[CH2:2][NH:1][C:34]([C:33]2[N:32]3[C:28]([S:29][CH:30]=[CH:31]3)=[N:27][C:26]=2[C:25]([F:37])([F:24])[F:38])=[O:35])=[O:10])[N:12]=1. Procedure: prepared by reaction of ((1S,2S,5R)-2-Aminomethyl-3-aza-bicyclo[3.1.0]hex-3-yl)-(2-methyl-5-m-tolyl-thiazol-4-yl)-methanone with 6-Trifluoromethyl-imidazo[2,1-b]thiazole-5-carboxylic acid. LC-MS (basic): tR=0.92 min; [M+H]+=545.9. Reactants: BrC=1C=C(C=C(C1)C1=CC=C(C=C1)C#N)COCC1(CCN(CC1)C(=O)OC(C)(C)C)C1=CC=CC=C1 (tert-Butyl 4-(((5-bromo-4′-cyanobiphenyl-3-yl)methoxy)methyl)-4-phenylpiperidine-1-carboxylate), FC(C(=O)O)(F)F.C(Cl)Cl (trifluoroacetic acid methylene chloride). Product: BrC=1C=C(C=C(C1)COCC1(CCNCC1)C1=CC=CC=C1)C1=CC=C(C=C1)C#N (3′-Bromo-5′-(((4-phenylpiperidin-4-yl)methoxy)methyl)biphenyl-4-carbonitrile). RXN SMILES: [Br:1][C:2]1[CH:3]=[C:4]([CH2:16][O:17][CH2:18][C:19]2([C:32]3[CH:37]=[CH:36][CH:35]=[CH:34][CH:33]=3)[CH2:24][CH2:23][N:22](C(OC(C)(C)C)=O)[CH2:21][CH2:20]2)[CH:5]=[C:6]([C:8]2[CH:13]=[CH:12][C:11]([C:14]#[N:15])=[CH:10][CH:9]=2)[CH:7]=1.FC(F)(F)C(O)=O.C(Cl)Cl>>[Br:1][C:2]1[CH:7]=[C:6]([C:8]2[CH:9]=[CH:10][C:11]([C:14]#[N:15])=[CH:12][CH:13]=2)[CH:5]=[C:4]([CH2:16][O:17][CH2:18][C:19]2([C:32]3[CH:37]=[CH:36][CH:35]=[CH:34][CH:33]=3)[CH2:24][CH2:23][NH:22][CH2:21][CH2:20]2)[CH:3]=1 |f:1.2|. Procedure: tert-Butyl 4-(((5-bromo-4′-cyanobiphenyl-3-yl)methoxy)methyl)-4-phenylpiperidine-1-carboxylate (24.3 mg, 0.04 mmol) was treated with a trifluoroacetic acid/methylene chloride mixture (1:1, 2 mL) for 1 h. The solvent was removed in vacuo and the resulting crude mixture passed through a strong cation exchange column. After washing the column with several volumes of methanol, the product was eluted by washing the column with 2 M ammonia in methanol. The solvent was evaporated and the compound purif... Reactants: CC1=CC(=C(C=C1C)N)N (4,5-dimethyl-1,2-phenylene diamine), Cl.C(CCCC)(OCC)=N (ethyl pentanimidoate hydrochloride). The product is C(CCC)C1=NC2=C(N1)C=C(C(=C2)C)C (2-butyl-5,6-dimethyl-1H-benzimidazole). Isolated yield 74.9%. As a reaction SMILES: [CH3:1][C:2]1[C:7]([CH3:8])=[CH:6][C:5]([NH2:9])=[C:4]([NH2:10])[CH:3]=1.Cl.[C:12](=N)(OCC)[CH2:13][CH2:14][CH2:15][CH3:16]>>[CH2:13]([C:12]1[NH:10][C:4]2[CH:3]=[C:2]([CH3:1])[C:7]([CH3:8])=[CH:6][C:5]=2[N:9]=1)[CH2:14][CH2:15][CH3:16] |f:1.2|. Reported procedure: Using the procedure of Step A of Example 1, 2.04 g of 4,5-dimethyl-1,2-phenylene diamine and 3.73 g of ethyl pentanimidoate hydrochloride [J.A.C.S., Vol. 64, p. 1827 (1942)] were reacted to obtain 3.48 g of crude product which was chromatographed on silica (eluant: methylene chloride-methanol (9-1)) to obtain 2.27 g of the expected compound melting at 110° C. An analytical sample was prepared by crystallization of 120 mg of the product from isopropyl ether to obtain 88 mg of product melting at 1... Product: CCOC(=O)N1c2ccc(C(F)(F)F)cc2C(Nc2ncc(C#N)c(Cc3cc(C(F)(F)F)cc(C(F)(F)F)c3)n2)CC1CC. The reactants are [C-]#N, [C-]#N, O=C([O-])O, CCOC(=O)N1c2ccc(C(F)(F)F)cc2C(Nc2ncc(Br)c(Cc3cc(C(F)(F)F)cc(C(F)(F)F)c3)n2)CC1CC, CCOC(C)=O, CN(C)C=O, [Na+], [Zn+2], c1ccc(P(c2ccccc2)(c2ccccc2)[Pd](P(c2ccccc2)(c2ccccc2)c2ccccc2)(P(c2ccccc2)(c2ccccc2)c2ccccc2)P(c2ccccc2)(c2ccccc2)c2ccccc2)cc1. RXN SMILES: [C-:132]#[N:133].[C-:135]#[N:136].[C:50](=[O:51])([O-:52])[OH:53].[CH2:1]([CH3:2])[O:3][C:4](=[O:5])[N:6]1[CH:7]([CH2:43][CH3:44])[CH2:8][CH:9]([NH:20][c:21]2[n:22][cH:23][c:24]([Br:42])[c:25]([CH2:27][c:28]3[cH:29][c:30]([C:38]([F:39])([F:40])[F:41])[cH:31][c:32]([C:34]([F:35])([F:36])[F:37])[cH:33]3)[n:26]2)[c:10]2[cH:11][c:12]([C:16]([F:17])([F:18])[F:19])[cH:13][cH:14][c:15]21.[CH3:137][CH2:138][O:139][C:140](=[O:141])[CH3:142].[CH3:45][N:46]([CH3:47])[CH:48]=[O:49].[Na+:54].[Zn+2:134].[cH:55]1[cH:56][cH:57][c:58]([P:59]([Pd:60]([P:61]([c:62]2[cH:63][cH:64][cH:65][cH:66][cH:67]2)([c:68]2[cH:69][cH:70][cH:71][cH:72][cH:73]2)[c:74]2[cH:75][cH:76][cH:77][cH:78][cH:79]2)([P:80]([c:81]2[cH:82][cH:83][cH:84][cH:85][cH:86]2)([c:87]2[cH:88][cH:89][cH:90][cH:91][cH:92]2)[c:93]2[cH:94][cH:95][cH:96][cH:97][cH:98]2)[P:99]([c:100]2[cH:101][cH:102][cH:103][cH:104][cH:105]2)([c:106]2[cH:107][cH:108][cH:109][cH:110][cH:111]2)[c:112]2[cH:113][cH:114][cH:115][cH:116][cH:117]2)([c:118]2[cH:119][cH:120][cH:121][cH:122][cH:123]2)[c:124]2[cH:125][cH:126][cH:127][cH:128][cH:129]2)[cH:130][cH:131]1>>[CH2:1]([CH3:2])[O:3][C:4](=[O:5])[N:6]1[CH:7]([CH2:43][CH3:44])[CH2:8][CH:9]([NH:20][c:21]2[n:22][cH:23][c:24]([C:45]#[N:46])[c:25]([CH2:27][c:28]3[cH:29][c:30]([C:38]([F:39])([F:40])[F:41])[cH:31][c:32]([C:34]([F:35])([F:36])[F:37])[cH:33]3)[n:26]2)[c:10]2[cH:11][c:12]([C:16]([F:17])([F:18])[F:19])[cH:13][cH:14][c:15]21. Procedure: 2-Chloro-6-fluorobenzoyl chloride (13.6 g, 71.6 mmol) was added dropwise, over 10 minutes, to a solution of 3,5-difluoro-pyridin-4-ylamine (7.7 g, 59.3 mmol) in pyridine (100 mL) at 0° C. under argon and the reaction mixture was stirred at 0° C. for 3 hours. The volatiles were removed under reduced pressure and the resultant residue was treated with 1N HCl (100 mL). The resultant suspension was stirred at room temperature for 2 hours and then the solid was collected by filtration, washing with w... As a reaction SMILES: [Cl:1][C:2]1[CH:10]=[CH:9][CH:8]=[C:7]([F:11])[C:3]=1[C:4](Cl)=[O:5].[F:12][C:13]1[CH:14]=[N:15][CH:16]=[C:17]([F:20])[C:18]=1[NH2:19]>N1C=CC=CC=1>[Cl:1][C:2]1[CH:10]=[CH:9][CH:8]=[C:7]([F:11])[C:3]=1[C:4]([N:19]([C:4](=[O:5])[C:3]1[C:7]([F:11])=[CH:8][CH:9]=[CH:10][C:2]=1[Cl:1])[C:18]1[C:17]([F:20])=[CH:16][N:15]=[CH:14][C:13]=1[F:12])=[O:5]. Starting materials: ClC1=C(C(=O)Cl)C(=CC=C1)F (2-Chloro-6-fluorobenzoyl chloride), FC=1C=NC=C(C1N)F (3,5-difluoro-pyridin-4-ylamine). Solvent: N1=CC=CC=C1 (pyridine). Yields the product ClC1=C(C(=O)N(C2=C(C=NC=C2F)F)C(C2=C(C=CC=C2F)Cl)=O)C(=CC=C1)F (2-chloro-N-(2-chloro-6-fluorobenzoyl)-N-(3,5-difluoropyridin-4-yl)-6-fluorobenzamide). Reaction conditions: temperature 0 celsius, time 3 hour. The reactants are [Na] (Sodium), OCC=1C=C(C(=O)OC)C=CN1 (Methyl 2-(hydroxymethyl)isonicotinate), OCC=1C=C(C(=O)OC)C=CN1 (Methyl 2-(hydroxymethyl)isonicotinate), CC(=O)OI1(C=2C=CC=CC2C(=O)O1)(OC(=O)C)OC(=O)C (Dess-Martin periodinane). Run in C(=O)(O)[O-].[Na+] (NaHCO3), C(Cl)Cl (DCM), ClCCl (dichloromethane). Reaction conditions: time 30 minute. Product: C(=O)C=1C=C(C(=O)OC)C=CN1 (Methyl 2-formylisonicotinate). The yield is 84.8%. RXN SMILES: [OH:1][CH2:2][C:3]1[CH:4]=[C:5]([CH:10]=[CH:11][N:12]=1)[C:6]([O:8][CH3:9])=[O:7].CC(OI1(OC(C)=O)(OC(C)=O)OC(=O)C2C=CC=CC1=2)=O.[Na]>ClCCl.C([O-])(O)=O.[Na+]>[CH:2]([C:3]1[CH:4]=[C:5]([CH:10]=[CH:11][N:12]=1)[C:6]([O:8][CH3:9])=[O:7])=[O:1] |f:4.5,^1:34|. Reported procedure: Methyl 2-(hydroxymethyl)isonicotinate (8.36 g, 50 mmol) (from reference compound 38, step 1) was dissolved in dichloromethane (150 mL). Dess-Martin periodinane (25 g, 58.94 mmol) was added and the mixture stirred at room temperature for 2 h 30 min. Sodium sulfothioate (59.3 g, 375.00 mmol) was dissolved in satd NaHCO3 and added to the reaction mixture. The suspension was vigorously stirred at room temperature for 15 min, DCM was added and the phases were separated. The aqueous phase was extracte... Starting materials: [OH-].[NH4+] (ammonium hydroxide), ClC=1C=NN(C1)C1(CC1)C(=O)NC1=NC(=CC=C1[N+](=O)[O-])N1C[C@@H](CCC1)C(=O)N1CCCC1 ((R)-1-(4-chloro-1H-pyrazol-1-yl)-N-(3-nitro-6-(3-(pyrrolidine-1-carbonyl)piperidin-1-yl)pyridin-2-yl)cyclopropanecarboxamide), C(C)(=O)O (acetic acid), O (water). The reagents and catalysts are [Zn] (Zinc). Solvent: C(C)(=O)OCC (Ethyl acetate). Conditions: temperature 100 celsius, time 5 minute. The product is ClC=1C=NN(C1)C1(CC1)C1=NC=2C(=NC(=CC2)N2C[C@@H](CCC2)C(=O)N2CCCC2)N1 ((R)-(1-(2-(1-(4-chloro-1H-pyrazol-1-yl)cyclopropyl)-3H-imidazo[4,5-b]pyridin-5-yl)piperidin-3-yl)(pyrrolidin-1-yl)methanone). Isolated yield 103.7%. Reaction SMILES: [Cl:1][C:2]1[CH:3]=[N:4][N:5]([C:7]2([C:10]([NH:12][C:13]3[C:18]([N+:19]([O-])=O)=[CH:17][CH:16]=[C:15]([N:22]4[CH2:27][CH2:26][CH2:25][C@@H:24]([C:28]([N:30]5[CH2:34][CH2:33][CH2:32][CH2:31]5)=[O:29])[CH2:23]4)[N:14]=3)=O)[CH2:9][CH2:8]2)[CH:6]=1.C(O)(=O)C.O.[OH-].[NH4+]>[Zn].C(OCC)(=O)C>[Cl:1][C:2]1[CH:3]=[N:4][N:5]([C:7]2([C:10]3[NH:12][C:13]4=[N:14][C:15]([N:22]5[CH2:27][CH2:26][CH2:25][C@@H:24]([C:28]([N:30]6[CH2:34][CH2:33][CH2:32][CH2:31]6)=[O:29])[CH2:23]5)=[CH:16][CH:17]=[C:18]4[N:19]=3)[CH2:9][CH2:8]2)[CH:6]=1 |f:3.4|. Reported procedure: Into a flask was added (R)-1-(4-chloro-1H-pyrazol-1-yl)-N-(3-nitro-6-(3-(pyrrolidine-1-carbonyl)piperidin-1-yl)pyridin-2-yl)cyclopropanecarboxamide (107 g, 219.29 mmol) and acetic acid (750 mL, 6.74 mol). The mixture was stirred for 5 min. Zinc powder (71.70 g, 1.10 mol) was added. An exotherm to 79° C. was observed over a period of 30 sec. The reaction mixture was warmed to 100° C. and stirred for 2 h. The mixture was cooled to 50° C. and water (750 mL) was added. The mixture was stirred for 10...